Dataset: the Open Reaction Database (ORD), a public repository of structured organic reaction records. Task: describe an organic reaction: reactants, conditions, products, and yield Starting materials: [N+](=O)([O-])C1=CC=2C=3C(=CNC2C=C1)C(N(N3)C3=CC=CC=C3)=O (8-Nitro-2-phenyl-2,5-dihydro-pyrazolo-[4,3-c]quinolin-3-one), COC1=CC=C(C=C1)NN (4-methoxy phenylhydrazine). Procedure: The title compound was prepared following the procedure for 5a using 4-methoxy phenylhydrazine instead of phenylhydrazine. 1H-NMR (DMSO-d6) δ (ppm): 3.77 (3H, s), 6.89 (1H, dd, J=8.91, 2.37 Hz), 6.95 (2H, m), 7.25 (1H, d, J=2.08 Hz), 7.44 (1H, d, J=8.91 Hz), 8.05 (2H, m), 8.39 (1H, d, J=6.53 Hz). m/z 337.3 (MH+). Yields the product COC1=CC=C(C=C1)N1N=C2C(=CNC=3C=CC(=CC23)[N+](=O)[O-])C1=O (2-(4′-Methoxyphenyl)-8-nitro-2,5-dihydro-pyrazolo-[4,3-c]quinolin-3-one). Reaction SMILES: [N+:1]([C:4]1[CH:13]=[CH:12][C:11]2[NH:10][CH:9]=[C:8]3[C:14](=[O:23])[N:15]([C:17]4[CH:22]=[CH:21][CH:20]=[CH:19][CH:18]=4)[N:16]=[C:7]3[C:6]=2[CH:5]=1)([O-:3])=[O:2].[CH3:24][O:25]C1C=CC(NN)=CC=1>>[CH3:24][O:25][C:20]1[CH:21]=[CH:22][C:17]([N:15]2[C:14](=[O:23])[C:8]3=[CH:9][NH:10][C:11]4[CH:12]=[CH:13][C:4]([N+:1]([O-:3])=[O:2])=[CH:5][C:6]=4[C:7]3=[N:16]2)=[CH:18][CH:19]=1. Reactants: CO, Cl, [K+], COC(=O)c1cc(-c2ccccc2)c(=O)n2ccc3ccsc3c12, [OH-], O. The product is O=C(O)c1cc(-c2ccccc2)c(=O)n2ccc3ccsc3c12. RXN SMILES: [CH3:28][OH:29].[ClH:27].[K+:26].[O:1]=[c:2]1[n:3]2[cH:4][cH:5][c:6]3[c:7]([c:8]2[c:9]([C:18](=[O:19])[O:20][CH3:21])[cH:10][c:11]1-[c:12]1[cH:13][cH:14][cH:15][cH:16][cH:17]1)[s:22][cH:23][cH:24]3.[OH-:25].[OH2:30]>>[O:1]=[c:2]1[n:3]2[cH:4][cH:5][c:6]3[c:7]([c:8]2[c:9]([C:18](=[O:19])[OH:20])[cH:10][c:11]1-[c:12]1[cH:13][cH:14][cH:15][cH:16][cH:17]1)[s:22][cH:23][cH:24]3. The reactants are CCCNC(=S)NCC1(c2ccc(OC)cc2)OCCO1, CCO, CI. The product is CCCN=C(NCC1(c2ccc(OC)cc2)OCCO1)SC, I. As a reaction SMILES: [CH3:1][O:2][c:3]1[cH:4][cH:5][c:6]([C:9]2([CH2:14][NH:15][C:16](=[S:17])[NH:18][CH2:19][CH2:20][CH3:21])[O:10][CH2:11][CH2:12][O:13]2)[cH:7][cH:8]1.[CH3:24][CH2:25][OH:26].[I:22][CH3:23]>>[CH3:1][O:2][c:3]1[cH:4][cH:5][c:6]([C:9]2([CH2:14][NH:15][C:16]([S:17][CH3:23])=[N:18][CH2:19][CH2:20][CH3:21])[O:10][CH2:11][CH2:12][O:13]2)[cH:7][cH:8]1.[IH:22]. The reactants are [BH3-]C#N, COc1cc2c(cc1Cl)C=CNC1Cc3ccccc3C21, CC(=O)O, CCO, [Na+]. Yields the product COc1cc2c(cc1Cl)CCNC1Cc3ccccc3C21. Reaction SMILES: [C:22]([BH3-:23])#[N:24].[CH3:1][O:2][c:3]1[c:4]([Cl:21])[cH:5][c:6]2[c:7]([cH:20]1)[CH:8]1[CH:9]([NH:10][CH:11]=[CH:12]2)[CH2:13][c:14]2[cH:15][cH:16][cH:17][cH:18][c:19]21.[CH3:26][C:27](=[O:28])[OH:29].[CH3:30][CH2:31][OH:32].[Na+:25]>>[CH3:1][O:2][c:3]1[c:4]([Cl:21])[cH:5][c:6]2[c:7]([cH:20]1)[CH:8]1[CH:9]([NH:10][CH2:11][CH2:12]2)[CH2:13][c:14]2[cH:15][cH:16][cH:17][cH:18][c:19]21. Reactants: CC(C)=CCCC(C)=CCCC(C)=CCCC(C)=CCCC(C)=CCCC(C)=CCCC(C)CCO, CC(=O)OC(C)=O, O, c1ccncc1. Yields the product CC(=O)OCCC(C)CCC=C(C)CCC=C(C)CCC=C(C)CCC=C(C)CCC=C(C)CCC=C(C)C. Reaction SMILES: [CH3:1][CH:2]([CH2:3][CH2:4][OH:5])[CH2:6][CH2:7][CH:8]=[C:9]([CH2:10][CH2:11][CH:12]=[C:13]([CH2:14][CH2:15][CH:16]=[C:17]([CH2:18][CH2:19][CH:20]=[C:21]([CH2:22][CH2:23][CH:24]=[C:25]([CH2:26][CH2:27][CH:28]=[C:29]([CH3:30])[CH3:31])[CH3:32])[CH3:33])[CH3:34])[CH3:35])[CH3:36].[CH3:37][C:38](=[O:39])[O:40][C:41](=[O:42])[CH3:43].[OH2:44].[cH:45]1[cH:46][cH:47][n:48][cH:49][cH:50]1>>[CH3:1][CH:2]([CH2:3][CH2:4][O:5][C:38]([CH3:37])=[O:39])[CH2:6][CH2:7][CH:8]=[C:9]([CH2:10][CH2:11][CH:12]=[C:13]([CH2:14][CH2:15][CH:16]=[C:17]([CH2:18][CH2:19][CH:20]=[C:21]([CH2:22][CH2:23][CH:24]=[C:25]([CH2:26][CH2:27][CH:28]=[C:29]([CH3:30])[CH3:31])[CH3:32])[CH3:33])[CH3:34])[CH3:35])[CH3:36]. Yields the product C1(CCCCC1)CC(CC(=O)OC)=O (methyl 4-cyclohexylacetoacetate). RXN SMILES: [C:1]([O:7][CH3:8])(=[O:6])[CH2:2][C:3]([CH3:5])=[O:4].[OH-].[Ca+2].[OH-].[CH:12]1(CC(Cl)=O)[CH2:17][CH2:16][CH2:15][CH2:14][CH2:13]1.N>C(Cl)Cl.C(C(C)=O)C>[CH:12]1([CH2:5][C:3](=[O:4])[CH2:2][C:1]([O:7][CH3:8])=[O:6])[CH2:17][CH2:16][CH2:15][CH2:14][CH2:13]1 |f:1.2.3|. Reactants: C(CC(=O)C)(=O)OC (methyl acetoacetate), N (ammonia), [OH-].[Ca+2].[OH-] (calcium hydroxide), C1(CCCCC1)CC(=O)Cl (cyclohexylacetyl chloride). The yield is 98.9%. Run in C(Cl)Cl (methylene chloride), C(C)C(=O)C (methyl ethyl ketone). Procedure: Under the same conditions as in Example 1, 116 g (1.0 mol) of methyl acetoacetate in a mixture of 520 ml of methylene chloride and 30 ml of methyl ethyl ketone were reacted with 77.8 g (1.05 mol) of calcium hydroxide and 176.7 g (1.1 mol) of cyclohexylacetyl chloride. The subsequent reaction time after the ammonia had been metered in was 6 hours at a pH of 9.5. This gave 196 g (GC purity 75.0%) of methyl 4-cyclohexylacetoacetate (yield 74.5%). Reactants: Cl.NC1=C(C=C(C=C1)OC)C1=CC=CC=C1 (2-Amino-5-methoxybiphenyl hydrochloride), CN(C#N)C (N,N-dimethylcyanamide). The solvent is C1=C(C=CC=C1O)C (m-cresol). Yields the product Cl.COC=1C=CC(=C(C1)C1=CC=CC=C1)NC(=N)N(C)C (N-(5-methoxy-2-biphenylyl)-N',N'-dimethyl guanidine hydrochloride). As a reaction SMILES: [ClH:1].[NH2:2][C:3]1[CH:8]=[CH:7][C:6]([O:9][CH3:10])=[CH:5][C:4]=1[C:11]1[CH:16]=[CH:15][CH:14]=[CH:13][CH:12]=1.[CH3:17][N:18]([CH3:21])[C:19]#[N:20]>C1C(O)=CC=CC=1C>[ClH:1].[CH3:10][O:9][C:6]1[CH:7]=[CH:8][C:3]([NH:2][C:19]([N:18]([CH3:21])[CH3:17])=[NH:20])=[C:4]([C:11]2[CH:12]=[CH:13][CH:14]=[CH:15][CH:16]=2)[CH:5]=1 |f:0.1,4.5|. Reported procedure: 2-Amino-5-methoxybiphenyl hydrochloride (0.4 g) was heated with N,N-dimethylcyanamide (0.3 ml) in m-cresol (0.5 ml) at 110° C. for 8 hours to give a residue which was triturated with ether and crystallised from a 1:1 mixture of acetone and ether to give N-(5-methoxy-2-biphenylyl)-N',N'-dimethyl guanidine hydrochloride (m.p. 160° C.).